Dataset: the Open Reaction Database (ORD), a public repository of structured organic reaction records. Task: describe an organic reaction: reactants, conditions, products, and yield Starting materials: BrCCCCC(=O)O (5-bromovaleric acid), C1(=CC=CC=C1)P(C1=CC=CC=C1)C1=CC=CC=C1 (triphenylphosphine), C(C)#N (acetonitrile). Run in C1=CC=CC=C1 (benzene). The product is [Br-].C(=O)(O)CCCC[P+](C1=CC=CC=C1)(C1=CC=CC=C1)C1=CC=CC=C1 (4-carboxybutyltriphenylphosphonium bromide). Reaction SMILES: [Br:1][CH2:2][CH2:3][CH2:4][CH2:5][C:6]([OH:8])=[O:7].[C:9]1([P:15]([C:22]2[CH:27]=[CH:26][CH:25]=[CH:24][CH:23]=2)[C:16]2[CH:21]=[CH:20][CH:19]=[CH:18][CH:17]=2)[CH:14]=[CH:13][CH:12]=[CH:11][CH:10]=1.C(#N)C>C1C=CC=CC=1>[Br-:1].[C:6]([CH2:5][CH2:4][CH2:3][CH2:2][P+:15]([C:16]1[CH:17]=[CH:18][CH:19]=[CH:20][CH:21]=1)([C:22]1[CH:27]=[CH:26][CH:25]=[CH:24][CH:23]=1)[C:9]1[CH:10]=[CH:11][CH:12]=[CH:13][CH:14]=1)([OH:8])=[O:7] |f:4.5|. Procedure: A mixture of 103 g. of 5-bromovaleric acid and 152 g. of triphenylphosphine in 400 ml. of acetonitrile is refluxed for 48 hours, cooled, diluted with 100 ml. of benzene and allowed to crystallize. The crystals are filtered, washed with benzene and ether, to yield colorless material, m.p. 207°-209° C. The reactants are ClC1=CC=C(C(C2=CC=C(C=C2)CSC)=NN)C=C1 (4-chloro-4'-methylmercaptomethylbenzophenone hydrazone), C(OCC(C)C)(=O)Cl (isobutyl chlorocarbonate). The reagents and catalysts are CN(C)C1=CC=NC=C1 (4-(N,N-dimethylamino)pyridine). Run in ClCCl (dichloromethane). Conditions: time 20 hour. The product is C(C(C)C)OC(=O)NN=C(C1=CC=C(C=C1)Cl)C1=CC=C(C=C1)CSC (4-chloro-4'-methylmercaptomethylbenzophenone isobutoxycarbonyl hydrazone). Yield: 24.8%. RXN SMILES: [Cl:1][C:2]1[CH:19]=[CH:18][C:5]([C:6](=[N:16][NH2:17])[C:7]2[CH:12]=[CH:11][C:10]([CH2:13][S:14][CH3:15])=[CH:9][CH:8]=2)=[CH:4][CH:3]=1.[C:20](Cl)(=[O:26])[O:21][CH2:22][CH:23]([CH3:25])[CH3:24]>CN(C1C=CN=CC=1)C.ClCCl>[CH2:22]([O:21][C:20]([NH:17][N:16]=[C:6]([C:7]1[CH:12]=[CH:11][C:10]([CH2:13][S:14][CH3:15])=[CH:9][CH:8]=1)[C:5]1[CH:4]=[CH:3][C:2]([Cl:1])=[CH:19][CH:18]=1)=[O:26])[CH:23]([CH3:25])[CH3:24]. Reported procedure: To a dichloromethane solution (30 ml) of 4-chloro-4'-methylmercaptomethylbenzophenone hydrazone (1.5 g) and 4-(N,N-dimethylamino)pyridine (1.2 g), isobutyl chlorocarbonate (0.8 g) was dropwise added under cooling with ice and subsequently stirred at a room temperature for 20 hours. The reaction mixture was then successively washed with 2N hydrochloric acid, water and an aqueous saturated sodium chloride solution, and dried over anhydrous magnesium sulfate. After distilling off the solvent, the c...